Dataset: the Open Reaction Database (ORD), a public repository of structured organic reaction records. Task: describe an organic reaction: reactants, conditions, products, and yield The reactants are Cc1cc(CC(=O)OC(C)(C)C)ccc1NC(=O)Nc1ccccc1, ClCCl, O=C(O)C(F)(F)F. Yields the product Cc1cc(CC(=O)O)ccc1NC(=O)Nc1ccccc1. RXN SMILES: [CH3:1][c:2]1[cH:3][c:4]([CH2:18][C:19](=[O:20])[O:21][C:22]([CH3:23])([CH3:24])[CH3:25])[cH:5][cH:6][c:7]1[NH:8][C:9](=[O:10])[NH:11][c:12]1[cH:13][cH:14][cH:15][cH:16][cH:17]1.[Cl:33][CH2:34][Cl:35].[F:26][C:27]([F:28])([F:29])[C:30]([OH:31])=[O:32]>>[CH3:1][c:2]1[cH:3][c:4]([CH2:18][C:19](=[O:20])[OH:21])[cH:5][cH:6][c:7]1[NH:8][C:9](=[O:10])[NH:11][c:12]1[cH:13][cH:14][cH:15][cH:16][cH:17]1. Starting materials: C([O-])([O-])=O.[K+].[K+] (Potassium carbonate), C1(=CC=CC=C1)C#CC1=C(C=O)C=C(C=C1)OC (2-(2-Phenylethynyl)-5-methoxybenzaldehyde), Cl.NO (hydroxylamine hydrochloride), C(C)(=O)[O-].[Na+] (sodium acetate). Run in O (water), C(C)O (ethanol). Product: COC1=CC=C2C=C([N+](=CC2=C1)[O-])C1=CC=CC=C1 (7-Methoxy-3-phenylisoquinoline-2-oxide). Isolated yield 58.8%. RXN SMILES: [C:1]1([C:7]#[C:8][C:9]2[CH:16]=[CH:15][C:14]([O:17][CH3:18])=[CH:13][C:10]=2[CH:11]=O)[CH:6]=[CH:5][CH:4]=[CH:3][CH:2]=1.Cl.[NH2:20][OH:21].C([O-])(=O)C.[Na+].C(=O)([O-])[O-].[K+].[K+]>C(O)C.O>[CH3:18][O:17][C:14]1[CH:13]=[C:10]2[C:9]([CH:8]=[C:7]([C:1]3[CH:6]=[CH:5][CH:4]=[CH:3][CH:2]=3)[N+:20]([O-:21])=[CH:11]2)=[CH:16][CH:15]=1 |f:1.2,3.4,5.6.7|. Reported procedure: 2-(2-Phenylethynyl)-5-methoxybenzaldehyde (0.48 g) was reacted with hydroxylamine hydrochloride (0.17 g) and sodium acetate (0.21 g) in ethanol (10 ml) at 60° C. for 2 hr. Potassium carbonate (0.3 g) and water (1 ml) were added to the reaction mixture, and it was heated under reflux for 12 hr. The reaction solution was evaporated. The resulting residue was extracted with methylene chloride, and then washed with brine and dried. The solvent was removed, and the resulting residue was purified by s... Starting materials: ClC=1C=C(C=CC1)C(CNC(CC1=CC2=C(OC(O2)(C(=O)O)C(=O)O)C=C1)C)O (5-{2-[2-(3-chloro-phenyl)-2-hydroxy-ethylamino]-propyl}-benzo[1,3]dioxole-2,2-dicarboxylic acid), C(C1=CC=CC=C1)O (benzyl alcohol). The product is Cl.C(C1=CC=CC=C1)OC(=O)C1(OC2=C(O1)C=CC(=C2)CC(C)NCC(O)C2=CC(=CC=C2)Cl)C(=O)OCC2=CC=CC=C2 (5-{2-[2-(3-Chloro-phenyl)-2-hydroxy-ethylamino]-propyl}-benzo[1,3]dioxole-2,2-dicarboxylic acid bis-(benzyl) ester hydrochloride salt). As a reaction SMILES: [Cl:1][C:2]1[CH:3]=[C:4]([CH:8]([OH:29])[CH2:9][NH:10][CH:11]([CH3:28])[CH2:12][C:13]2[CH:27]=[CH:26][C:16]3[O:17][C:18]([C:23]([OH:25])=[O:24])([C:20]([OH:22])=[O:21])[O:19][C:15]=3[CH:14]=2)[CH:5]=[CH:6][CH:7]=1.[CH2:30](O)[C:31]1[CH:36]=[CH:35][CH:34]=[CH:33][CH:32]=1>>[ClH:1].[CH2:30]([O:24][C:23]([C:18]1([C:20]([O:22][CH2:8][C:4]2[CH:5]=[CH:6][CH:7]=[CH:2][CH:3]=2)=[O:21])[O:17][C:16]2[CH:26]=[CH:27][C:13]([CH2:12][CH:11]([NH:10][CH2:9][CH:8]([C:4]3[CH:5]=[CH:6][CH:7]=[C:2]([Cl:1])[CH:3]=3)[OH:29])[CH3:28])=[CH:14][C:15]=2[O:19]1)=[O:25])[C:31]1[CH:36]=[CH:35][CH:34]=[CH:33][CH:32]=1 |f:2.3|. Reported procedure: The title compound was prepared from 5-{2-[2-(3-chloro-phenyl)-2-hydroxy-ethylamino]-propyl}-benzo[1,3]dioxole-2,2-dicarboxylic acid and benzyl alcohol according to the procedure of Example I as a gummy white solid: 1H NMR (300 MHz, CDCl3): δ 1.26-1.32 (m, 3H), 2.76 (brt, 1H), 3.01-3.21 (brm, 2H), 3.36-3.49 (brm, 2H), 5.24 (s, 4H), 5.41 (d, J=9.5 Hz, 1H), 6.70-6.88 (m, 3H), 7.12-7.44 (complex m, 14H), 8.70-8.83 (brs, 1H), 9.95-10.10 (brs, 1H); MS (ES) m/z (relative intensity): 602 (M+, 100). Reactants: C(C)(C)(C)N1N=CC(=C(C1=O)CO[Si](C)(C)C(C)(C)C)Cl (2-tert-butyl-4-tert-butyldimethylsilyloxymethyl-5-chloro 3(2H)-pyridazinone), C([O-])([O-])=O.[Cs+].[Cs+] (cesium carbonate), C(C)(C)(C)C1=CC=C(CS)C=C1 (4-tert-butybenzyl mercaptan), C(C)(=O)OCC (ethyl acetate). The solvent is CN(C)C=O (DMF). Conditions: temperature 70 celsius, time 2 hour. The product is C(C)(C)(C)N1N=CC(=C(C1=O)CO[Si](C)(C)C(C)(C)C)SCC1=CC=C(C=C1)C(C)(C)C (2-tert-butyl-4-tert-butyldimethylsilyloxymethyl-5-(4-tert-butylbenzyl)thio-3(2H)-pyridazinone). Reaction SMILES: [C:1]([N:5]1[C:10](=[O:11])[C:9]([CH2:12][O:13][Si:14]([C:17]([CH3:20])([CH3:19])[CH3:18])([CH3:16])[CH3:15])=[C:8](Cl)[CH:7]=[N:6]1)([CH3:4])([CH3:3])[CH3:2].C(=O)([O-])[O-].[Cs+].[Cs+].[C:28]([C:32]1[CH:39]=[CH:38][C:35]([CH2:36][SH:37])=[CH:34][CH:33]=1)([CH3:31])([CH3:30])[CH3:29].C(OCC)(=O)C>CN(C=O)C>[C:1]([N:5]1[C:10](=[O:11])[C:9]([CH2:12][O:13][Si:14]([C:17]([CH3:20])([CH3:19])[CH3:18])([CH3:16])[CH3:15])=[C:8]([S:37][CH2:36][C:35]2[CH:38]=[CH:39][C:32]([C:28]([CH3:31])([CH3:30])[CH3:29])=[CH:33][CH:34]=2)[CH:7]=[N:6]1)([CH3:4])([CH3:3])[CH3:2] |f:1.2.3|. Procedure: To a solution of 2-tert-butyl-4-tert-butyldimethylsilyloxymethyl-5-chloro 3(2H)-pyridazinone (1.5 g, 4.54 mmol) in DMF (10 ml) is added anhydrous cesium carbonate (2.9 g, 9.09 mmol) and 4-tert-butybenzyl mercaptan (1.02 g, 4.54 mmol). The mixture is stirred for 2 hours at 70° C. and then cooled to room temperature and ethyl acetate is added to it. The solution is then washed with water, dried and concentrated and the residue subjected to purification by flash chromatography (silica gel; ethyl ac... Starting materials: NC[C@H]1CN(C(O1)=O)C1=CC(=C(C=C1)C=1CCN(CC1)CC1=CC=CC=C1)F ((5S)-5-(Aminomethyl)-3-[4-(1-benzyl-1,2,3,6-tetrahydropyridin-4-yl)-3-flurophenyl]-oxazolidin-2-one), NC[C@H]1CN(C(O1)=O)C1=CC(=C(C=C1)C=1CCN(CC1)CC1=CC=CC=C1)F ((5S)-5-(Aminomethyl)-3-[4-(1-benzyl-1,2,3,6-tetrahydropyridin-4-yl)-3-flurophenyl]-oxazolidin-2-one), C(C)(C)N(CC)C(C)C (diisopropylethylamine), C=1(C(=CC=CC1)S(=O)(=O)NN=C(C(Cl)Cl)C)C (1,1-dichloroacetone toluenesulfonylhydrazone), CO (methanol). Solvent: C(C)(=O)OCC (ethyl acetate). Yields the product C(C1=CC=CC=C1)N1CCC(=CC1)C1=C(C=C(C=C1)N1C(O[C@H](C1)CN1N=NC(=C1)C)=O)F ((5R)-3-[4-(1-Benzyl-1,2,3,6-tetrahydropyridin-4-yl)-3-fluorophenyl]-5-[(4-methyl-1,2,3-triazol-1-yl)methyl]oxazolidin-2-one). The yield is 34.0%. RXN SMILES: [NH2:1][CH2:2][C@@H:3]1[O:7][C:6](=[O:8])[N:5]([C:9]2[CH:14]=[CH:13][C:12]([C:15]3[CH2:16][CH2:17][N:18]([CH2:21][C:22]4[CH:27]=[CH:26][CH:25]=[CH:24][CH:23]=4)[CH2:19][CH:20]=3)=[C:11]([F:28])[CH:10]=2)[CH2:4]1.C(N(C(C)C)CC)(C)C.C1(C)C(S([NH:47][N:48]=[C:49]([CH3:53])[CH:50](Cl)Cl)(=O)=O)=CC=CC=1.CO>C(OCC)(=O)C>[CH2:21]([N:18]1[CH2:17][CH:16]=[C:15]([C:12]2[CH:13]=[CH:14][C:9]([N:5]3[CH2:4][C@H:3]([CH2:2][N:1]4[CH:50]=[C:49]([CH3:53])[N:48]=[N:47]4)[O:7][C:6]3=[O:8])=[CH:10][C:11]=2[F:28])[CH2:20][CH2:19]1)[C:22]1[CH:27]=[CH:26][CH:25]=[CH:24][CH:23]=1. Procedure details: (5S)-5-(Aminomethyl)-3-[4-(1-benzyl-1,2,3,6-tetrahydropyridin-4-yl)-3-flurophenyl]-oxazolidin-2-one (Intermediate 57) (13 g, 34 mmol) was reacted with diisopropylethylamine (23 ml, 136 mmol) and 1,1-dichloroacetone toluenesulfonylhydrazone (15.1 g, 51 mmol) as described for Example 3. Chromatography on silica gel with 0-5% methanol in ethyl acetate gave 5.17 g of the title product. The reactants are C(C1=CC=CC=C1)(=O)Cl (benzoyl chloride), CC=1C=C(C=CC1OC)C=C1OC2=C(C1=O)C=CC(=C2)O (2-[(3-methyl-4-methoxyphenyl)methylene]-6-hydroxy-3(2H)-benzofuranone), C(C)(=O)OCC (ethyl acetate). Solvent: N1=CC=CC=C1 (pyridine). Yields the product CC=1C=C(C=CC1OC)C=C1OC2=C(C1=O)C=CC(=C2)OC(C2=CC=CC=C2)=O (2-[(3-methyl-4-methoxyphenyl)methylene]-6-benzoyloxy-3(2H)-benzofuranone). As a reaction SMILES: [CH3:1][C:2]1[CH:3]=[C:4]([CH:10]=[C:11]2[C:15](=[O:16])[C:14]3[CH:17]=[CH:18][C:19]([OH:21])=[CH:20][C:13]=3[O:12]2)[CH:5]=[CH:6][C:7]=1[O:8][CH3:9].[C:22](Cl)(=[O:29])[C:23]1[CH:28]=[CH:27][CH:26]=[CH:25][CH:24]=1.C(OCC)(=O)C>N1C=CC=CC=1>[CH3:1][C:2]1[CH:3]=[C:4]([CH:10]=[C:11]2[C:15](=[O:16])[C:14]3[CH:17]=[CH:18][C:19]([O:21][C:22](=[O:29])[C:23]4[CH:28]=[CH:27][CH:26]=[CH:25][CH:24]=4)=[CH:20][C:13]=3[O:12]2)[CH:5]=[CH:6][C:7]=1[O:8][CH3:9]. Procedure: After 2-[(3-methyl-4-methoxyphenyl)methylene]-6-hydroxy-3(2H)-benzofuranone 0.5 g was dissolved in pyridine 5 ml, benzoyl chloride 0.282 ml was added, and the mixture was refluxed for 1.5 hours. The reaction mixture was cooled to room temperature, ethyl acetate 50 ml was added, and the mixture was washed with 2N-hydrochloric acid 50 ml and with saturated sodium bicarbonate solution 50 ml. The ethyl acetate solution was dehydrated with anhydrous magnesium sulfate and concentrated under reduced pr... Reactants: [OH-].[Na+] (NaOH), NC=1C=C(C2=C(NC=N2)C1C)C#N (6-Amino-7-methyl-1H-benzimidazole-4-carbonitrile), CSC=1N(CCN1)C(=O)OC (4,5-Dihydro-2-(methylthio)-1H-imidazole-1-carboxylic Acid, Methyl Ester), resultant solution. Run in C(C)(=O)O (acetic acid). Conditions: temperature 85 celsius. Product: COC(=O)N1C(NCC1)=NC1=C(C2=C(NC=N2)C(=C1)C#N)C (2-(7-Cyano-4-methyl-1H-benzimidazol-5-yl-imino)-imidazolidine-1-carboxylic Acid Methyl Ester). Isolated yield 75.0%. RXN SMILES: [NH2:1][C:2]1[CH:3]=[C:4]([C:12]#[N:13])[C:5]2[N:9]=[CH:8][NH:7][C:6]=2[C:10]=1[CH3:11].CS[C:16]1[N:17]([C:21]([O:23][CH3:24])=[O:22])[CH2:18][CH2:19][N:20]=1.[OH-].[Na+]>C(O)(=O)C>[CH3:24][O:23][C:21]([N:17]1[CH2:18][CH2:19][NH:20][C:16]1=[N:1][C:2]1[CH:3]=[C:4]([C:12]#[N:13])[C:5]2[NH:9][CH:8]=[N:7][C:6]=2[C:10]=1[CH3:11])=[O:22] |f:2.3|. Procedure: A mixture of 6-Amino-7-methyl-1H-benzimidazole-4-carbonitrile (10) (22.3 g, 0.13 mol), 4,5-dihydro-2-(methylthio)-1H-imidazole-1-carboxylic acid, methyl ester (29) (27.1 g, 0.155 mol) and glacial acetic acid (223 mL) is heated to about 85° C. for about 3 hours. The reaction mixture is allowed to cool to ambient temperature and is then concentrated in vacuo. At ambient temperature, water (223 mL) is then added to the oily residue obtained, and the pH of the resultant solution is adjusted to about... The reactants are N(N)C1=NC=CC(=C1)C#N (2-hydrazinylpyridine-4-carbonitrile), ClC1=C(C=CC=C1)CC(CC(=O)OCC)=O (ethyl 4-(2-chlorophenyl)-3-oxobutanoate). The product is ClC1=C(C=CC=C1)CC1=NN(C(=C1)O)C1=NC=CC(=C1)C#N (2-[3-[(2-chlorophenyl)methyl]-5-hydroxypyrazol-1-yl]pyridine-4-carbonitrile). The yield is 39.0%. Reaction SMILES: [NH:1]([C:3]1[CH:8]=[C:7]([C:9]#[N:10])[CH:6]=[CH:5][N:4]=1)[NH2:2].[Cl:11][C:12]1[CH:17]=[CH:16][CH:15]=[CH:14][C:13]=1[CH2:18][C:19](=O)[CH2:20][C:21](OCC)=[O:22]>>[Cl:11][C:12]1[CH:17]=[CH:16][CH:15]=[CH:14][C:13]=1[CH2:18][C:19]1[CH:20]=[C:21]([OH:22])[N:1]([C:3]2[CH:8]=[C:7]([C:9]#[N:10])[CH:6]=[CH:5][N:4]=2)[N:2]=1. Procedure details: The title compound was prepared in 39% yield from 2-hydrazinylpyridine-4-carbonitrile (PREPARATION 2) and ethyl 4-(2-chlorophenyl)-3-oxobutanoate according to the procedure for the preparation of Example 158, part A. Reactants: CN=C(C1=CC=CC=C1)Cl (N-methyl benzimidoyl chloride), ClS(=O)(=O)O (chlorosulfonic acid), CN1C(=CC(=C1)C)CC(=O)OC (methyl 1,4-dimethyl-1H-pyrrole-2-acetate), Cl(=O)(=O)(=O)O (perchloric acid). Product: Cl(=O)(=O)(=O)O.CN1C(=CC(=C1C(C1=CC=CC=C1)=NC)C)CC(=O)OC (Methyl 1,4-Dimethyl-5-[(methylimino)phenylmethyl]-1H-pyrrole-2-acetate Perchlorate). RXN SMILES: [CH3:1][N:2]=[C:3](Cl)[C:4]1[CH:9]=[CH:8][CH:7]=[CH:6][CH:5]=1.ClS(O)(=O)=O.[CH3:16][N:17]1[CH:21]=[C:20]([CH3:22])[CH:19]=[C:18]1[CH2:23][C:24]([O:26][CH3:27])=[O:25].[Cl:28]([OH:32])(=[O:31])(=[O:30])=[O:29]>>[Cl:28]([OH:32])(=[O:31])(=[O:30])=[O:29].[CH3:16][N:17]1[C:21]([C:3](=[N:2][CH3:1])[C:4]2[CH:9]=[CH:8][CH:7]=[CH:6][CH:5]=2)=[C:20]([CH3:22])[CH:19]=[C:18]1[CH2:23][C:24]([O:26][CH3:27])=[O:25] |f:4.5|. Procedure details: The title compound was prepared as in Example X from N-methyl benzimidoyl chloride (6.87 g, 44.8 mmole), chlorosulfonic acid (0.52 g, 4.5 mmole), methyl 1,4-dimethyl-1H-pyrrole-2-acetate (7.43 g, 44.5 mmole), and 70% perchloric acid (7.0 g, 49 mmole) to yield 10.4 g (61%) as a yellow solid, m.p. 145°-147° C. (dec).